Task: describe an organic reaction: reactants, conditions, products, and yield. Dataset: the Open Reaction Database (ORD), a public repository of structured organic reaction records Starting materials: CCOC(=O)/N=N/C(=O)OCC (diethyl diazenedicarboxylate), FC1=CC=C(CN2CCC(CC2)CCO)C=C1 (1-(4-fluorobenzyl)-4-(2-hydroxyethyl)piperidine), C1(=CC=CC=C1)P(C1=CC=CC=C1)C1=CC=CC=C1 (triphenylphosphine), C1(C=2C(C(N1)=O)=CC=CC2)=O (phthalimide). The solvent is O1CCCC1 (tetrahydrofuran), O1CCCC1 (tetrahydrofuran). Reaction conditions: time 8 hour. The product is FC1=CC=C(CN2CCC(CC2)CCN2C(C=3C(C2=O)=CC=CC3)=O)C=C1 (N-[2-[1-(4-fluorobenzyl)piperidin4-yl]ethyl]phthalimide). The yield is 59.8%. As a reaction SMILES: [F:1][C:2]1[CH:17]=[CH:16][C:5]([CH2:6][N:7]2[CH2:12][CH2:11][CH:10]([CH2:13][CH2:14]O)[CH2:9][CH2:8]2)=[CH:4][CH:3]=1.C1(P(C2C=CC=CC=2)C2C=CC=CC=2)C=CC=CC=1.[C:37]1(=[O:47])[NH:41][C:40](=[O:42])[C:39]2=[CH:43][CH:44]=[CH:45][CH:46]=[C:38]12.CCOC(/N=N/C(OCC)=O)=O>O1CCCC1>[F:1][C:2]1[CH:17]=[CH:16][C:5]([CH2:6][N:7]2[CH2:12][CH2:11][CH:10]([CH2:13][CH2:14][N:41]3[C:40](=[O:42])[C:39]4=[CH:43][CH:44]=[CH:45][CH:46]=[C:38]4[C:37]3=[O:47])[CH2:9][CH2:8]2)=[CH:4][CH:3]=1. Reported procedure: To a mixture of 1-(4-fluorobenzyl)-4-(2-hydroxyethyl)piperidine (10.0 g), triphenylphosphine (13.04 g) and phthalimide (6.65 g) in tetrahydrofuran (100 ml) was added dropwise a solution of diethyl diazenedicarboxylate (7.7 ml) in tetrahydrofuran (50 ml). After stirring overnight at ambient temperature, the mixture was evaporated in vacuo. The residue was dissolved in ethyl acetate and washed with water and brine, and dried over magnesium sulfate, and evaporated in vacuo. The residue was suspende... The reactants are CO, CI, CN1CC=C(C2c3ccccc3CCc3ccccc32)CC1. Product: [I-], C[N+]1(C)CC=C(C2c3ccccc3CCc3ccccc32)CC1. RXN SMILES: [CH3:25][OH:26].[I:23][CH3:24].[cH:1]1[cH:2][cH:3][cH:4][c:5]2[c:11]1[CH2:10][CH2:9][c:8]1[c:7]([cH:15][cH:14][cH:13][cH:12]1)[CH:6]2[C:16]1=[CH:17][CH2:18][N:19]([CH3:22])[CH2:20][CH2:21]1>>[I-:23].[cH:1]1[cH:2][cH:3][cH:4][c:5]2[c:11]1[CH2:10][CH2:9][c:8]1[c:7]([cH:15][cH:14][cH:13][cH:12]1)[CH:6]2[C:16]1=[CH:17][CH2:18][N+:19]([CH3:22])([CH3:24])[CH2:20][CH2:21]1. Starting materials: CCOCC, CNC, CC(CF)c1ccc(N=C=O)cc1. Yields the product CC(CF)c1ccc(NC(=O)N(C)C)cc1. Reaction SMILES: [CH2:17]([O:18][CH2:19][CH3:20])[CH3:21].[CH3:14][NH:15][CH3:16].[F:1][CH2:2][CH:3]([CH3:4])[c:5]1[cH:6][cH:7][c:8]([N:11]=[C:12]=[O:13])[cH:9][cH:10]1>>[F:1][CH2:2][CH:3]([CH3:4])[c:5]1[cH:6][cH:7][c:8]([NH:11][C:12](=[O:13])[N:15]([CH3:14])[CH3:16])[cH:9][cH:10]1. The reactants are CC(=O)[O-], CCO, N#CBr, NC1(CCO)c2cc(Br)ccc2Oc2c1cc(Cl)nc2F, [Na+]. The product is NC1=NC2(CCO1)c1cc(Br)ccc1Oc1c2cc(Cl)nc1F. Reaction SMILES: [CH3:23][C:24](=[O:25])[O-:26].[CH3:30][CH2:31][OH:32].[N:27]#[C:28][Br:29].[NH2:1][C:2]1([CH2:19][CH2:20][OH:21])[c:3]2[cH:4][c:5]([Br:18])[cH:6][cH:7][c:8]2[O:9][c:10]2[c:11]([F:17])[n:12][c:13]([Cl:16])[cH:14][c:15]21.[Na+:22]>>[N:1]1=[C:28]([NH2:27])[O:21][CH2:20][CH2:19][C:2]12[c:3]1[cH:4][c:5]([Br:18])[cH:6][cH:7][c:8]1[O:9][c:10]1[c:11]([F:17])[n:12][c:13]([Cl:16])[cH:14][c:15]12. The reactants are SC=1N(C(C2=C(N1)C=CS2)=O)C (2-mercapto-3-methylthieno[3,2-d]-pyrimidin-4(3H)-one), [OH-].[Na+].O (sodium hydroxide water), ClC1=NC=C(C(=O)C2=CC=C(CBr)C=C2)C=C1 (4-(6-chloronicotinoyl)benzyl bromide). The solvent is O (water), C(C)O (ethanol). Reaction conditions: temperature 60 celsius, time 1 hour. Yields the product ClC1=NC=C(C(=O)C2=CC=C(CSC=3N(C(C4=C(N3)C=CS4)=O)C)C=C2)C=C1 (2-[4-(6-Chloronicotinoyl)benzylthio]-3-methylthieno[3,2-d]pyrimidin-4(3H)-one). The yield is 74.7%. Reaction SMILES: [SH:1][C:2]1[N:3]([CH3:12])[C:4](=[O:11])[C:5]2[S:10][CH:9]=[CH:8][C:6]=2[N:7]=1.[OH-].[Na+].O.[Cl:16][C:17]1[CH:32]=[CH:31][C:20]([C:21]([C:23]2[CH:30]=[CH:29][C:26]([CH2:27]Br)=[CH:25][CH:24]=2)=[O:22])=[CH:19][N:18]=1>C(O)C.O>[Cl:16][C:17]1[CH:32]=[CH:31][C:20]([C:21]([C:23]2[CH:30]=[CH:29][C:26]([CH2:27][S:1][C:2]3[N:3]([CH3:12])[C:4](=[O:11])[C:5]4[S:10][CH:9]=[CH:8][C:6]=4[N:7]=3)=[CH:25][CH:24]=2)=[O:22])=[CH:19][N:18]=1 |f:1.2.3|. Procedure details: To a solution of 2-mercapto-3-methylthieno[3,2-d]-pyrimidin-4(3H)-one (1.98 g) and 1N-sodium hydroxide/water (10.5 ml) in ethanol (30 ml) was added 4-(6-chloronicotinoyl)benzyl bromide (3.35 g) and the mixture was stirred at 60° C. fro 1 hour. This reaction mixture was poured in water and the resulting crystals were collected by filtration, rinsed with water, and recrystallized from ethyl acetate to provide the title compound as light-yellow solid (3.194 g). Starting materials: CCCCOc1ccc(C(=O)O)cc1, CN(C)C1CCN(c2ccc(N)cc2)CC1. The product is CCCCOc1ccc(C(=O)Nc2ccc(N3CCC(N(C)C)CC3)cc2)cc1. Reaction SMILES: [CH3:17][CH2:18][CH2:19][CH2:20][O:21][c:22]1[cH:23][cH:24][c:25]([C:26](=[O:27])[OH:28])[cH:29][cH:30]1.[NH2:1][c:2]1[cH:3][cH:4][c:5]([N:8]2[CH2:9][CH2:10][CH:11]([N:14]([CH3:15])[CH3:16])[CH2:12][CH2:13]2)[cH:6][cH:7]1>>[NH:1]([c:2]1[cH:3][cH:4][c:5]([N:8]2[CH2:9][CH2:10][CH:11]([N:14]([CH3:15])[CH3:16])[CH2:12][CH2:13]2)[cH:6][cH:7]1)[C:26]([c:25]1[cH:24][cH:23][c:22]([O:21][CH2:20][CH2:19][CH2:18][CH3:17])[cH:30][cH:29]1)=[O:27]. Reported procedure: 2-Chloro-4-(trifluoromethyl)pyrimidine (182 g, 995 mmol) and methanesulfonic acid (97.5 g, 1.02 mol) were added sequentially to a solution of 3-bromo-5-methylaniline (162.5 g, 874 mmol) in 1,4-dioxane (2 L). The resulting solution was heated to reflux overnight then cooled and concentrated under reduced pressure. The residue was diluted with water (2 L), adjusted to pH 7-8 with aqueous sodium bicarbonate solution and extracted with EtOAc (2×2 L). The organic layers were combined, washed with wat... The product is BrC=1C=C(C=C(C1)C)NC1=NC=CC(=N1)C(F)(F)F (N-(3-bromo-5-methylphenyl)-4-(trifluoromethyl)pyrimidin-2-amine). Yield: 68.9%. Solvent: O1CCOCC1 (1,4-dioxane). The reactants are ClC1=NC=CC(=N1)C(F)(F)F (2-Chloro-4-(trifluoromethyl)pyrimidine), CS(=O)(=O)O (methanesulfonic acid), BrC=1C=C(N)C=C(C1)C (3-bromo-5-methylaniline). RXN SMILES: Cl[C:2]1[N:7]=[C:6]([C:8]([F:11])([F:10])[F:9])[CH:5]=[CH:4][N:3]=1.CS(O)(=O)=O.[Br:17][C:18]1[CH:19]=[C:20]([CH:22]=[C:23]([CH3:25])[CH:24]=1)[NH2:21]>O1CCOCC1>[Br:17][C:18]1[CH:19]=[C:20]([NH:21][C:2]2[N:7]=[C:6]([C:8]([F:11])([F:10])[F:9])[CH:5]=[CH:4][N:3]=2)[CH:22]=[C:23]([CH3:25])[CH:24]=1. Reaction SMILES: [C:16]([c:17]1[cH:18][cH:19][cH:20][cH:21][cH:22]1)(=[O:23])[Cl:24].[Cl:1][c:2]1[cH:3][c:4]2[c:5]([cH:14][cH:15]1)[C:6]1=[C:11]([NH:10][CH2:9][CH2:8][CH2:7]1)[CH2:12][CH2:13]2.[cH:25]1[cH:26][cH:27][n:28][cH:29][cH:30]1>>[Cl:1][c:2]1[cH:3][c:4]2[c:5]([cH:14][cH:15]1)[C:6]1=[C:11]([N:10]([C:16]([c:17]3[cH:18][cH:19][cH:20][cH:21][cH:22]3)=[O:23])[CH2:9][CH2:8][CH2:7]1)[CH2:12][CH2:13]2. Starting materials: O=C(Cl)c1ccccc1, Clc1ccc2c(c1)CCC1=C2CCCN1, c1ccncc1. Product: O=C(c1ccccc1)N1CCCC2=C1CCc1cc(Cl)ccc12. The reactants are C(C)(=O)OCC (ethyl acetate), ClC=1C=C(C=CC1)C1N(C(NC(=C1C(=O)OCC1=CC=CC=C1)C)=O)C(NCCC(C1=CC=CC=C1)C1=CC=CC=C1)=O (benzyl 4-(3-chlorophenyl)-3-(3,3-diphenylpropylcarbamoyl)-6-methyl-2-oxo-1,2,3,4-tetrahydropyrimidine-5-carboxylate). The reagents and catalysts are [Pd] (palladium/carbon). Run in [H][H] (hydrogen). The product is ClC=1C=C(C=CC1)C1N(C(NC(=C1C(=O)O)C)=O)C(NCCC(C1=CC=CC=C1)C1=CC=CC=C1)=O (4-(3-chlorophenyl)-3-(3,3-diphenylpropylcarbamoyl)-6-methyl-2-oxo-1,2,3,4-tetrahydropyrimidine-5-carboxylic acid). Reaction SMILES: C(OCC)(=O)C.[Cl:7][C:8]1[CH:9]=[C:10]([CH:14]2[C:19]([C:20]([O:22]CC3C=CC=CC=3)=[O:21])=[C:18]([CH3:30])[NH:17][C:16](=[O:31])[N:15]2[C:32](=[O:49])[NH:33][CH2:34][CH2:35][CH:36]([C:43]2[CH:48]=[CH:47][CH:46]=[CH:45][CH:44]=2)[C:37]2[CH:42]=[CH:41][CH:40]=[CH:39][CH:38]=2)[CH:11]=[CH:12][CH:13]=1>[H][H].[Pd]>[Cl:7][C:8]1[CH:9]=[C:10]([CH:14]2[C:19]([C:20]([OH:22])=[O:21])=[C:18]([CH3:30])[NH:17][C:16](=[O:31])[N:15]2[C:32](=[O:49])[NH:33][CH2:34][CH2:35][CH:36]([C:43]2[CH:44]=[CH:45][CH:46]=[CH:47][CH:48]=2)[C:37]2[CH:38]=[CH:39][CH:40]=[CH:41][CH:42]=2)[CH:11]=[CH:12][CH:13]=1. Procedure details: 10 ml of ethyl acetate was added to a mixture of 141 mg (0.237 mmol) of benzyl 4-(3-chlorophenyl)-3-(3,3-diphenylpropylcarbamoyl)-6-methyl-2-oxo-1,2,3,4-tetrahydropyrimidine-5-carboxylate and a catalytic amount of 10% palladium/carbon, and they were stirred at room temperature in hydrogen atmosphere under normal pressure overnight. The catalyst was filtered out, and the obtained filtrate was concentrated under reduced pressure. The residue was washed with hexane/ethyl acetate (1/1) and then drie...